Dataset: the Open Reaction Database (ORD), a public repository of structured organic reaction records. Task: describe an organic reaction: reactants, conditions, products, and yield Reactants: ClC1=CC=C(C(=O)Cl)C=C1 (4-chlorobenzoyl chloride), COP1OC2=C(C3=C1C=CC=C3)C=CC=C2 (6-methoxy-(6H)-dibenz[c,e][1,2]oxaphosphorin). The solvent is C1(=CC=CC=C1)C (toluene). Run at temperature 130 celsius. The product is ClC1=CC=C(C(=O)P2(OC3=C(C4=C2C=CC=C4)C=CC=C3)=O)C=C1 (6-(4-Chlorobenzoyl)-(6H)-dibenz[c,e][1,2]oxaphosphorin 6-oxide). As a reaction SMILES: [Cl:1][C:2]1[CH:10]=[CH:9][C:5]([C:6](Cl)=[O:7])=[CH:4][CH:3]=1.C[O:12][P:13]1[C:18]2[CH:19]=[CH:20][CH:21]=[CH:22][C:17]=2[C:16]2[CH:23]=[CH:24][CH:25]=[CH:26][C:15]=2[O:14]1>C1(C)C=CC=CC=1>[Cl:1][C:2]1[CH:10]=[CH:9][C:5]([C:6]([P:13]2(=[O:12])[C:18]3[CH:19]=[CH:20][CH:21]=[CH:22][C:17]=3[C:16]3[CH:23]=[CH:24][CH:25]=[CH:26][C:15]=3[O:14]2)=[O:7])=[CH:4][CH:3]=1. Procedure details: 35 g (0.2 mol) of 4-chlorobenzoyl chloride were warmed to 90° to 100° C. under a nitrogen atmosphere. 46 g of 6-methoxy-(6H)-dibenz[c,e][1,2]oxaphosphorin were added dropwise while stirring. The internal temperature was then increased gradually to 130° C. When the reaction was complete, the mixture was digested with 50 ml of toluene. 60 g (85% of theory) of the abovementioned substance of melting point 125° to 131° C. were obtained.